Task: describe an organic reaction: reactants, conditions, products, and yield. Dataset: the Open Reaction Database (ORD), a public repository of structured organic reaction records Starting materials: OC1=CC=C(C=C1)C(C1=CC=C(C=C1)/C=C/C(=O)OCC)=C1CC(CC(C1)(C)C)(C)C (Ethyl (2E)-3-{4-[(4-hydroxyphenyl)(3,3,5,5-tetramethylcyclohexylidene)methyl]phenyl}-2-propenoate), [OH-].[Na+] (NaOH), Cl (HCl). Run in C1CCOC1 (THF), CCO (EtOH). Conditions: temperature 70 celsius, time 4.5 hour. Product: OC1=CC=C(C=C1)C(C1=CC=C(C=C1)/C=C/C(=O)O)=C1CC(CC(C1)(C)C)(C)C ((2E)-3-{4-[(4-Hydroxyphenyl)(3,3,5,5-tetramethylcyclohexylidene)methyl]phenyl}-2-propenoic acid). Yield: 83188.9%. As a reaction SMILES: [OH:1][C:2]1[CH:7]=[CH:6][C:5]([C:8](=[C:22]2[CH2:27][C:26]([CH3:29])([CH3:28])[CH2:25][C:24]([CH3:31])([CH3:30])[CH2:23]2)[C:9]2[CH:14]=[CH:13][C:12](/[CH:15]=[CH:16]/[C:17]([O:19]CC)=[O:18])=[CH:11][CH:10]=2)=[CH:4][CH:3]=1.[OH-].[Na+].Cl>C1COCC1.CCO>[OH:1][C:2]1[CH:7]=[CH:6][C:5]([C:8](=[C:22]2[CH2:23][C:24]([CH3:31])([CH3:30])[CH2:25][C:26]([CH3:29])([CH3:28])[CH2:27]2)[C:9]2[CH:14]=[CH:13][C:12](/[CH:15]=[CH:16]/[C:17]([OH:19])=[O:18])=[CH:11][CH:10]=2)=[CH:4][CH:3]=1 |f:1.2|. Procedure details: To a stirred solution of ethyl (2E)-3-{4-[(4-hydroxyphenyl)(3,3,5,5-tetramethylcyclohexylidene)methyl]phenyl}-2-propenoate (15) (7.75 g, 0.0185 mmol) in THF (100 mL) and EtOH (100 mL) was slowly added 1 N NaOH (93 mL) solution at RT. The reaction mixture was heated to 70° C. and stirred at that temperature for 4.5 h. Reaction mixture was cooled to room temperature and then poured into 20% aqueous HCl (350 mL). The product was separated out as an off-white solid. The suspension was filtered and t... Starting materials: O=C(O)C1C=CCC=C1, CO, O, O=S(=O)(O)O. The product is COC(=O)C1C=CCC=C1. RXN SMILES: [C:6]([CH:7]1[CH:8]=[CH:9][CH2:10][CH:11]=[CH:12]1)(=[O:13])[OH:14].[CH3:15][OH:16].[OH2:17].[S:1](=[O:2])(=[O:3])([OH:4])[OH:5]>>[C:6]([CH:7]1[CH:8]=[CH:9][CH2:10][CH:11]=[CH:12]1)([O:13][CH3:15])=[O:14]. Reactants: NC1=C(C(=CC2=C1NC(=N2)NC2=C(C=CC=C2Cl)Cl)C(=O)OC)O (methyl 7-amino-2-[(2,6-dichlorophenyl)amino]-6-hydroxy-1H-benzimidazole-5-carboxylate), Cl (HCl), C1(CC1)C(OCC)=N (ethyl cyclopropanecarboximidate). Run in C(Cl)Cl (DCM). Run at temperature 2.5 celsius, time 24 hour. Product: C1(CC1)C=1OC2=C(N1)C1=C(C=C2C(=O)OC)N=C(N1)NC1=C(C=CC=C1Cl)Cl (methyl 2-cyclopropyl-7-[(2,6-dichlorophenyl)amino]-8H-imidazo[4,5-e][1,3]benzoxazole-4-carboxylate). Yield: 34.2%. RXN SMILES: [NH2:1][C:2]1[C:7]2[NH:8][C:9]([NH:11][C:12]3[C:17]([Cl:18])=[CH:16][CH:15]=[CH:14][C:13]=3[Cl:19])=[N:10][C:6]=2[CH:5]=[C:4]([C:20]([O:22][CH3:23])=[O:21])[C:3]=1[OH:24].Cl.[CH:26]1([C:29](=N)OCC)[CH2:28][CH2:27]1>C(Cl)Cl>[CH:26]1([C:29]2[O:24][C:3]3[C:4]([C:20]([O:22][CH3:23])=[O:21])=[CH:5][C:6]4[N:10]=[C:9]([NH:11][C:12]5[C:17]([Cl:18])=[CH:16][CH:15]=[CH:14][C:13]=5[Cl:19])[NH:8][C:7]=4[C:2]=3[N:1]=2)[CH2:28][CH2:27]1. Procedure: Under N2 atmosphere to a cold solution of methyl 7-amino-2-[(2,6-dichlorophenyl)amino]-6-hydroxy-1H-benzimidazole-5-carboxylate (0.400 g, 1.05 mmol) in DCM (25 mL) was added HCl salt of ethyl cyclopropanecarboximidate (Intermediate-57, 0.234 g, 1.57 mmol) at 0° C. The reaction mass was stirred at 0-5° C. for 1 h and at RT for 24 h. The obtained crude was purified by column chromatography on neutral alumina eluting with 1.0-2.0% MeOH:DCM to afford 0.150 g of the desired product. (DMSO-d6): δ 1.06... Starting materials: [OH-].[Na+] (sodium hydroxide), CC(=O)C (acetone), Cl.Cl.O(N)CC(CNC)F (N-(3-aminoxy-2-fluropropyl)-methylamine dihydrochloride). The solvent is C(C)O (ethanol). Reaction conditions: time 24 hour. The product is Cl.C(C)(C)=NOCC(CNC)F (N-(3-isopropylideneaminoxy-2-fluoropropyl)-methylamine hydrochloride). RXN SMILES: [OH-].[Na+].[CH3:3][C:4]([CH3:6])=O.[ClH:7].Cl.[O:9]([CH2:11][CH:12]([F:16])[CH2:13][NH:14][CH3:15])[NH2:10]>C(O)C>[ClH:7].[C:4](=[N:10][O:9][CH2:11][CH:12]([F:16])[CH2:13][NH:14][CH3:15])([CH3:6])[CH3:3] |f:0.1,3.4.5,7.8|. Reported procedure: 2.5 ml of 1N sodium hydroxide solution and 0.36 ml (5 mmol) of acetone are added to a solution of 488 mg (2.5 mmol) of N-(3-aminoxy-2-fluropropyl)-methylamine dihydrochloride in 10 ml of ethanol and the mixture is stirred for 24 hours at room temperature. The reaction mixture is then concentrated to dryness by evaporation. The residue is taken up in ethanol, filtered and crystallised by the addition of ether.